From a dataset of the Open Reaction Database (ORD), a public repository of structured organic reaction records. describe an organic reaction: reactants, conditions, products, and yield Starting materials: ClC1=CC(N(N=C1)C1=CC(=CC=C1)C(F)(F)F)=O (5-chloro-2-(3-trifluoromethylphenyl)-pyridazin-3(2H)-one), CC(C)=NN (acetone hydrazone), CNN (methylhydrazine). Reported procedure: Following essentially the same procedure as in example 2, but using an equivalent amount of 5-chloro-2-(3-trifluoromethylphenyl)-pyridazin-3(2H)-one and acetone hydrazone in place of the 4,5-dichloro-2-(3-trifluoromethylphenyl)-pyridazin-3(2H)-one and methylhydrazine used therein, there is obtained 2-(3-trifluoromethylphenyl)-5-(2-isopropylidenehydrazino)-pyridazin-3(2H)-one, (m.p. 255° to 257° C). Reaction SMILES: Cl[C:2]1[CH:7]=[N:6][N:5]([C:8]2[CH:13]=[CH:12][CH:11]=[C:10]([C:14]([F:17])([F:16])[F:15])[CH:9]=2)[C:4](=[O:18])[CH:3]=1.[CH3:19][C:20](=[N:22][NH2:23])[CH3:21].CNN>>[F:15][C:14]([F:17])([F:16])[C:10]1[CH:9]=[C:8]([N:5]2[C:4](=[O:18])[CH:3]=[C:2]([NH:23][N:22]=[C:20]([CH3:21])[CH3:19])[CH:7]=[N:6]2)[CH:13]=[CH:12][CH:11]=1. The product is FC(C=1C=C(C=CC1)N1N=CC(=CC1=O)NN=C(C)C)(F)F (2-(3-trifluoromethylphenyl)-5-(2-isopropylidenehydrazino)-pyridazin-3(2H)-one). Reactants: hydrochloride salt, CC1(C2CNCC12)C=1C=C(C=CC1)NS(=O)(=O)C (N-[3-(6-methyl-3-azabicyclo[3.1.0]hex-6-yl)phenyl]methanesulfonamide), C(O)([O-])=O.[Na+] (sodium hydrogen carbonate), S1C=C(C=C1)CCC(=O)O (3-(3-thienyl)propanoic acid), O.ON1N=NC2=C1C=CC=C2 (1-hydroxybenzotriazole monohydrate), Cl.CN(CCCN=C=NCC)C (1-(3-dimethylaminopropyl)-3-ethylcarbodiimide hydrochloride), crude product. Solvent: CN(C=O)C (N,N-dimethylformamide), CO (methanol). Conditions: time 10 minute. Yields the product CC1(C2CN(CC12)C(CCC1=CSC=C1)=O)C=1C=C(C=CC1)NS(=O)(=O)C (N-(3-{6-Methyl-3-[3-(3-thienyl)propanoyl]-3-azabicyclo[3.1.0]hex-6-yl}phenyl)methanesulfonamide). The yield is 68.0%. RXN SMILES: [S:1]1[CH:5]=[CH:4][C:3]([CH2:6][CH2:7][C:8]([OH:10])=O)=[CH:2]1.O.ON1C2C=CC=CC=2N=N1.Cl.CN(C)CCCN=C=NCC.[CH3:34][C:35]1([C:41]2[CH:42]=[C:43]([NH:47][S:48]([CH3:51])(=[O:50])=[O:49])[CH:44]=[CH:45][CH:46]=2)[CH:40]2[CH:36]1[CH2:37][NH:38][CH2:39]2.C(=O)([O-])O.[Na+]>CN(C)C=O.CO>[CH3:34][C:35]1([C:41]2[CH:42]=[C:43]([NH:47][S:48]([CH3:51])(=[O:50])=[O:49])[CH:44]=[CH:45][CH:46]=2)[CH:40]2[CH:36]1[CH2:37][N:38]([C:8](=[O:10])[CH2:7][CH2:6][C:3]1[CH:4]=[CH:5][S:1][CH:2]=1)[CH2:39]2 |f:1.2,3.4,6.7|. Procedure: To a solution of 3-(3-thienyl)propanoic acid (200 mg, 1.2 mmol) in N,N-dimethylformamide (25 ml) was added 1-hydroxybenzotriazole monohydrate (200 mg, 1.31 mmol) and 1-(3-dimethylaminopropyl)-3-ethylcarbodiimide hydrochloride (340 mg, 1.77 mmol). After stirring at room temperature for 10 min the mixture was treated with the hydrochloride salt of N-[3-(6-methyl-3-azabicyclo[3.1.0]hex-6-yl)phenyl]methanesulfonamide (Preparation 53, 400 mg, 1.3 mmol) and sodium hydrogen carbonate (220 mg, 2.6 mmol)... The reactants are C1(CC1)CC(C)C1=CC2=C(C3=C(C(O2)(CCCCCC)CCCCCC)SCC3)C(=C1)O (7-(3-cyclopropyl-2-propyl)-4,4-di(1-hexyl)-1,2-dihydro-9-hydroxy-4H-thieno[2,3-c] [1]benzopyran), O1CCN(CC1)CC(=O)O (morpholinoacetic acid), C1(CCCCC1)N=C=NC1CCCCC1 (dicyclohexylcarbodiimide). The product is C1(CC1)CC(C)C1=CC2=C(C3=C(C(O2)(CCCCCC)CCCCCC)SCC3)C(=C1)OC(CN1CCOCC1)=O (7-(3-cyclopropyl-2-propyl)-4,4-di(1-hexyl)-1,2-dihydro-9-morpholinoacetoxy-4H-thieno-[2,3-c] [1]benzopyran). Reaction SMILES: [CH:1]1([CH2:4][CH:5]([C:7]2[CH:31]=[C:30]([OH:32])[C:10]3[C:11]4[CH2:29][CH2:28][S:27][C:12]=4[C:13]([CH2:21][CH2:22][CH2:23][CH2:24][CH2:25][CH3:26])([CH2:15][CH2:16][CH2:17][CH2:18][CH2:19][CH3:20])[O:14][C:9]=3[CH:8]=2)[CH3:6])[CH2:3][CH2:2]1.[O:33]1[CH2:38][CH2:37][N:36]([CH2:39][C:40](O)=[O:41])[CH2:35][CH2:34]1.C1(N=C=NC2CCCCC2)CCCCC1>>[CH:1]1([CH2:4][CH:5]([C:7]2[CH:31]=[C:30]([O:32][C:40](=[O:41])[CH2:39][N:36]3[CH2:37][CH2:38][O:33][CH2:34][CH2:35]3)[C:10]3[C:11]4[CH2:29][CH2:28][S:27][C:12]=4[C:13]([CH2:21][CH2:22][CH2:23][CH2:24][CH2:25][CH3:26])([CH2:15][CH2:16][CH2:17][CH2:18][CH2:19][CH3:20])[O:14][C:9]=3[CH:8]=2)[CH3:6])[CH2:3][CH2:2]1. Reported procedure: By reacting 7-(3-cyclopropyl-2-propyl)-1,2-dihydro-9-hydroxy-4-oxo-4H-thieno[2,3-c] [1]benzopyran with n-hexyl magnesium bromide, using the procedure described above in Example 8, there is obtained 7-(3-cyclopropyl-2-propyl)-4,4-di(1-hexyl)-1,2-dihydro-9-hydroxy-4H-thieno[2,3-c] [1]benzopyran. The benzopyran is then reacted with morpholinoacetic acid and dicyclohexylcarbodiimide according to the method of Example 9 to yield the desired ester. The reactants are CC(=O)[O-], COC(=O)C1CC(OS(=O)(=O)c2ccc(C)cc2)C1, [K+], CN(C)C=O. Yields the product COC(=O)C1CC(OC(C)=O)C1. Reaction SMILES: [CH3:2][C:3]([O-:4])=[O:5].[CH3:6][O:7][C:8](=[O:9])[CH:10]1[CH2:11][CH:12]([O:14][S:15]([c:16]2[cH:17][cH:18][c:19]([CH3:20])[cH:21][cH:22]2)(=[O:23])=[O:24])[CH2:13]1.[K+:1].[O:25]=[CH:26][N:27]([CH3:28])[CH3:29]>>[CH3:2][C:3](=[O:4])[O:14][CH:12]1[CH2:11][CH:10]([C:8]([O:7][CH3:6])=[O:9])[CH2:13]1. Yields the product CC1(O)C2CC2C(=O)N1Cc1ccccc1. The reactants are O=C1C2CC2C(=O)N1Cc1ccccc1, [Cl-], [Li]C, [NH4+], C1CCOC1. Reaction SMILES: [CH2:1]([c:2]1[cH:3][cH:4][cH:5][cH:6][cH:7]1)[N:8]1[C:9](=[O:15])[CH:10]2[CH2:11][CH:12]2[C:13]1=[O:14].[Cl-:18].[Li:16][CH3:17].[NH4+:19].[O:20]1[CH2:21][CH2:22][CH2:23][CH2:24]1>>[CH2:1]([c:2]1[cH:3][cH:4][cH:5][cH:6][cH:7]1)[N:8]1[C:9](=[O:15])[CH:10]2[CH2:11][CH:12]2[C:13]1([OH:14])[CH3:17]. Reactants: NCC(=O)O (glycine), [O-2].[Ca+2] (calcium oxide). Solvent: O (water). Yields the product NCC(=O)[O-].NCC(=O)O.NCC(=O)[O-].[Ca+2] (calcium trisglycinate). RXN SMILES: [NH2:1][CH2:2][C:3]([OH:5])=[O:4].[O-2].[Ca+2:7]>O>[NH2:1][CH2:2][C:3]([O-:5])=[O:4].[NH2:1][CH2:2][C:3]([OH:5])=[O:4].[NH2:1][CH2:2][C:3]([O-:5])=[O:4].[Ca+2:7] |f:1.2,4.5.6.7|. Procedure details: About 2252 grams of water is used to dissolve 450.42 grams of fermentation-produced glycine and 168.24 grams of calcium oxide into solution. The resulting reaction formed a calcium trisglycinate chelate or complex solution. Next, 500.18 grams of chromic sulfate hydrate containing 19 wt % chromium is added to the calcium chelate solution. The solution is stirred while the copper sulfate is dissolved and as a white precipitate of calcium sulfate formed. Upon completion of the reaction, about 545 g... Reactants: C[C@@H]1N(CCOC1)C1=NC(=NC(=C1)CS(=O)(=O)C1=CC=CC=C1)C1=CC=C(C=C1)NC(OC(C)(C)C)=O (Tert-butyl (4-{4-[(3S)-3-methylmorpholin-4-yl]-6-[(phenylsulfonyl)methyl]pyrimidin-2-yl}phenyl)carbamate), FC(C(=O)O)(F)F (trifluoroacetic acid). The solvent is C(Cl)Cl (DCM), C(Cl)Cl (DCM). Run at time 2 hour. Yields the product C[C@@H]1N(CCOC1)C1=NC(=NC(=C1)CS(=O)(=O)C1=CC=CC=C1)C1=CC=C(C=C1)N ((4-{4-[(3S)-3-Methylmorpholin-4-yl]-6-[(phenylsulfonyl)methyl]pyrimidin-2-yl}phenyl)amine). The yield is 99.6%. As a reaction SMILES: [CH3:1][C@H:2]1[CH2:7][O:6][CH2:5][CH2:4][N:3]1[C:8]1[CH:13]=[C:12]([CH2:14][S:15]([C:18]2[CH:23]=[CH:22][CH:21]=[CH:20][CH:19]=2)(=[O:17])=[O:16])[N:11]=[C:10]([C:24]2[CH:29]=[CH:28][C:27]([NH:30]C(=O)OC(C)(C)C)=[CH:26][CH:25]=2)[N:9]=1.FC(F)(F)C(O)=O>C(Cl)Cl>[CH3:1][C@H:2]1[CH2:7][O:6][CH2:5][CH2:4][N:3]1[C:8]1[CH:13]=[C:12]([CH2:14][S:15]([C:18]2[CH:19]=[CH:20][CH:21]=[CH:22][CH:23]=2)(=[O:17])=[O:16])[N:11]=[C:10]([C:24]2[CH:25]=[CH:26][C:27]([NH2:30])=[CH:28][CH:29]=2)[N:9]=1. Procedure: Tert-butyl (4-{4-[(3S)-3-methylmorpholin-4-yl]-6-[(phenylsulfonyl)methyl]pyrimidin-2-yl}phenyl)carbamate (3.1 g, 5.91 mmol) was dissolved in DCM (20 mL) and trifluoroacetic acid (10 mL) was added. The reaction mixture was stirred at room temperature for 2 hours then diluted with DCM (20 mL) and washed with saturated aqueous sodium bicarbonate (20 mL). Organic phase collected, dried over magnesium sulphate, filtered and concentrated in vacuo to give the desired material as a beige solid (2.5 g). Starting materials: COC1=C(C=CC=C1)N1CCNCC1 (1-(2-methoxyphenyl)piperazine), C1(=C(C=CC=C1)CN1CCN(CC1)C1=CC=CC=C1)C1=CC=CC=C1 (1-(biphenyl-2-ylmethyl)-4-phenylpiperazine), ClC=1C=C(C=CC1)C=1C(=CC=CC1)C=O (3′-chlorobiphenyl-2-carbaldehyde), [BH-](OC(=O)C)(OC(=O)C)OC(=O)C.[Na+] (NaBH(OAc)3). Yields the product ClC=1C=C(C=CC1)C1=C(C=CC=C1)CN1CCN(CC1)C1=C(C=CC=C1)OC (1-(3′-chlorobiphenyl-2-ylmethyl)-4-(2-methoxyphenyl)piperazine). Procedure details: 250 mg of the target compound (0.64 mmol, 40.5%) was obtained using 1-(2-methoxyphenyl)piperazine (603 mg, 3.14 mmol), 3′-chlorobiphenyl-2-carbaldehyde (340 mg, 1.57 mmol) and NaBH(OAc)3 (1.0 g, 4.71 mmol) according to the synthesis method of Compound 1. RXN SMILES: [CH3:1][O:2][C:3]1[CH:8]=[CH:7][CH:6]=[CH:5][C:4]=1[N:9]1[CH2:14][CH2:13][NH:12][CH2:11][CH2:10]1.[Cl:15][C:16]1[CH:17]=[C:18]([C:22]2[C:23]([CH:28]=O)=[CH:24][CH:25]=[CH:26][CH:27]=2)[CH:19]=[CH:20][CH:21]=1.[BH-](OC(C)=O)(OC(C)=O)OC(C)=O.[Na+].C1(C2C=CC=CC=2)C=CC=CC=1CN1CCN(C2C=CC=CC=2)CC1>>[Cl:15][C:16]1[CH:17]=[C:18]([C:22]2[CH:27]=[CH:26][CH:25]=[CH:24][C:23]=2[CH2:28][N:12]2[CH2:13][CH2:14][N:9]([C:4]3[CH:5]=[CH:6][CH:7]=[CH:8][C:3]=3[O:2][CH3:1])[CH2:10][CH2:11]2)[CH:19]=[CH:20][CH:21]=1 |f:2.3|. The reactants are ClC(Cl)Cl, Oc1nccc(-c2cccc(P(c3ccccc3)c3ccccc3)c2)n1. Yields the product Clc1nccc(-c2cccc(P(c3ccccc3)c3ccccc3)c2)n1. Reaction SMILES: [Cl:27][CH:28]([Cl:29])[Cl:30].[OH:1][c:2]1[n:3][cH:4][cH:5][c:6](-[c:8]2[cH:9][c:10]([P:14]([c:15]3[cH:16][cH:17][cH:18][cH:19][cH:20]3)[c:21]3[cH:22][cH:23][cH:24][cH:25][cH:26]3)[cH:11][cH:12][cH:13]2)[n:7]1>>[c:2]1([Cl:27])[n:3][cH:4][cH:5][c:6](-[c:8]2[cH:9][c:10]([P:14]([c:15]3[cH:16][cH:17][cH:18][cH:19][cH:20]3)[c:21]3[cH:22][cH:23][cH:24][cH:25][cH:26]3)[cH:11][cH:12][cH:13]2)[n:7]1. Starting materials: C1CCOC1, Cc1ccc([N+](=O)[O-])cc1N1CCc2nc(Nc3ccc(N4CCN(C)CC4)cc3)ncc2C1=O, CO. Product: Cc1ccc(N)cc1N1CCc2nc(Nc3ccc(N4CCN(C)CC4)cc3)ncc2C1=O. RXN SMILES: [CH2:36]1[O:37][CH2:38][CH2:39][CH2:40]1.[CH3:1][c:2]1[c:3]([N:11]2[C:12](=[O:35])[c:13]3[c:14]([n:15][c:16]([NH:19][c:20]4[cH:21][cH:22][c:23]([N:26]5[CH2:27][CH2:28][N:29]([CH3:32])[CH2:30][CH2:31]5)[cH:24][cH:25]4)[n:17][cH:18]3)[CH2:33][CH2:34]2)[cH:4][c:5]([N+:8]([O-:9])=[O:10])[cH:6][cH:7]1.[CH3:41][OH:42]>>[CH3:1][c:2]1[c:3]([N:11]2[C:12](=[O:35])[c:13]3[c:14]([n:15][c:16]([NH:19][c:20]4[cH:21][cH:22][c:23]([N:26]5[CH2:27][CH2:28][N:29]([CH3:32])[CH2:30][CH2:31]5)[cH:24][cH:25]4)[n:17][cH:18]3)[CH2:33][CH2:34]2)[cH:4][c:5]([NH2:8])[cH:6][cH:7]1.